From a dataset of the Open Reaction Database (ORD), a public repository of structured organic reaction records. describe an organic reaction: reactants, conditions, products, and yield The reactants are C(C)S(=O)(=O)NC=1C=C2C=CNC2=CC1 (5-ethanesulfonylamino-1H-indole), C(C=C)(=O)O (acrylic acid), C(C)(=O)OC(C)=O (acetic anhydride). Run in C(C)(=O)O (acetic acid). The product is C(C)S(=O)(=O)NC=1C=C2C(=CNC2=CC1)CCC(=O)O (3-(5-ethanesulfonylamino-1H-indol-3-yl)propanoic acid). The yield is 99.4%. RXN SMILES: [CH2:1]([S:3]([NH:6][C:7]1[CH:8]=[C:9]2[C:13](=[CH:14][CH:15]=1)[NH:12][CH:11]=[CH:10]2)(=[O:5])=[O:4])[CH3:2].[C:16]([OH:20])(=[O:19])[CH:17]=[CH2:18].C(OC(=O)C)(=O)C>C(O)(=O)C>[CH2:1]([S:3]([NH:6][C:7]1[CH:8]=[C:9]2[C:13](=[CH:14][CH:15]=1)[NH:12][CH:11]=[C:10]2[CH2:18][CH2:17][C:16]([OH:20])=[O:19])(=[O:5])=[O:4])[CH3:2]. Procedure details: A solution of 5-ethanesulfonylamino-1H-indole (8.0 g, 36 mmol), acrylic acid (5.15 g, 71 mmol), and acetic anhydride (7.3 g, 71 mmol) in 35 mL of acetic acid was heated at 90° C. for 20 h. The volatile materials were removed under high vacuum at 90° C. The remaining residue was dissolved in 1N NaOH and subsequently acidified to pH 1 with concentrated HCl. The aqueous solution was then extracted with five portions of ethyl acetate. The organic extracts were combined, dried over anhydrous MgSO4, f... The reactants are IC1=CN(C2=NC=C(C=C21)C)[Si](C(C)C)(C(C)C)C(C)C (3-iodo-5-methyl-1-triisopropylsilanyl-1H-pyrrolo[2,3-b]pyridine), C(C)(C)[Mg]Cl (isopropylmagnesium chloride), FC1=NC(=CC=C1C=O)NC=1C=NC(=CC1)OC (2-fluoro-6-(6-methoxy-pyridin-3-ylamino)-pyridine-3-carbaldehyde), O (water). Solvent: O1CCCC1 (tetrahydrofuran), O1CCCC1 (tetrahydrofuran). Conditions: temperature 5 celsius. Yields the product FC1=NC(=CC=C1C(O)C1=CN(C2=NC=C(C=C21)C)[Si](C(C)C)(C(C)C)C(C)C)NC=2C=NC(=CC2)OC ([2-fluoro-6-(6-methoxy-pyridin-3-ylamino)-pyridin-3-yl]-(5-methyl-1-triisopropylsilanyl-1H-pyrrolo[2,3-b]pyridin-3-yl)-methanol). Isolated yield 92.4%. RXN SMILES: I[C:2]1[C:10]2[C:5](=[N:6][CH:7]=[C:8]([CH3:11])[CH:9]=2)[N:4]([Si:12]([CH:19]([CH3:21])[CH3:20])([CH:16]([CH3:18])[CH3:17])[CH:13]([CH3:15])[CH3:14])[CH:3]=1.C([Mg]Cl)(C)C.[F:27][C:28]1[C:33]([CH:34]=[O:35])=[CH:32][CH:31]=[C:30]([NH:36][C:37]2[CH:38]=[N:39][C:40]([O:43][CH3:44])=[CH:41][CH:42]=2)[N:29]=1.O>O1CCCC1>[F:27][C:28]1[C:33]([CH:34]([C:2]2[C:10]3[C:5](=[N:6][CH:7]=[C:8]([CH3:11])[CH:9]=3)[N:4]([Si:12]([CH:19]([CH3:21])[CH3:20])([CH:16]([CH3:18])[CH3:17])[CH:13]([CH3:15])[CH3:14])[CH:3]=2)[OH:35])=[CH:32][CH:31]=[C:30]([NH:36][C:37]2[CH:38]=[N:39][C:40]([O:43][CH3:44])=[CH:41][CH:42]=2)[N:29]=1. Procedure details: To a solution of 3-iodo-5-methyl-1-triisopropylsilanyl-1H-pyrrolo[2,3-b]pyridine (8, 1.02 g, 2.461 mmol) in 6.0 mL of tetrahydrofuran at −50° C. under nitrogen, isopropylmagnesium chloride (1.23 mL, 2.00 M in tetrahydrofuran, 2.46 mmol) is added slowly. The reaction is allowed to warm to 5° C. over 70 minutes, then cooled to −45° C., followed by addition of 2-fluoro-6-(6-methoxy-pyridin-3-ylamino)-pyridine-3-carbaldehyde (56, 0.165 g, 0.667 mmol) in 2.0 mL of tetrahydrofuran. The reaction is all... Reactants: Clc1ccc2[nH]ccc2c1, CN(C)C=O, O. Yields the product O=C(O)c1c[nH]c2ccc(Cl)cc12. Reaction SMILES: [Cl:1][c:2]1[cH:3][c:4]2[cH:5][cH:6][nH:7][c:8]2[cH:9][cH:10]1.[O:12]=[CH:13][N:14]([CH3:15])[CH3:16].[OH2:11]>>[Cl:1][c:2]1[cH:3][c:4]2[c:5]([C:13](=[O:11])[OH:12])[cH:6][nH:7][c:8]2[cH:9][cH:10]1. Reactants: NC1=CC=CC2=C1CCO2 (4-amino-2,3-dihydrobenzofurane), C(C)OC1=NC2=C(C(=CC=C2C(=C1)OC1CC2C(N(CCCCC=CC3CC3(NC(C2C1)=O)C(=O)O)C)=O)OC)C (17-[2-ethoxy-7-methoxy-8-methylquinolin-4-yloxy]-13-methyl-2,14-dioxo-3,13-diazatricyclo[13.3.0.04,6]octadec-7-ene-4-carboxylic acid). Yields the product C(C)OC1=NC2=C3C(=CC=C2C(=C1)OC1CC2C(N(CCCCC=CC4CC4(NC(C2C1)=O)C(=O)O)C)=O)OCC3 (17-[2-ethoxy-8,9-dihydrofuro[2,3-h]quinolin-4-yloxy]-13-methyl-2,14-dioxo-3,13-diazatricyclo[13.3.0.04,6]octadec-7-ene-4-carboxylic acid). RXN SMILES: NC1C2CCOC=2C=CC=1.[CH2:11]([O:13][C:14]1[CH:23]=[C:22]([O:24][CH:25]2[CH2:42][CH:41]3[CH:27]([C:28](=[O:48])[N:29]([CH3:47])[CH2:30][CH2:31][CH2:32][CH2:33][CH:34]=[CH:35][CH:36]4[C:38]([C:44]([OH:46])=[O:45])([NH:39][C:40]3=[O:43])[CH2:37]4)[CH2:26]2)[C:21]2[C:16](=[C:17]([CH3:51])[C:18]([O:49][CH3:50])=[CH:19][CH:20]=2)[N:15]=1)[CH3:12]>>[CH2:11]([O:13][C:14]1[CH:23]=[C:22]([O:24][CH:25]2[CH2:42][CH:41]3[CH:27]([C:28](=[O:48])[N:29]([CH3:47])[CH2:30][CH2:31][CH2:32][CH2:33][CH:34]=[CH:35][CH:36]4[C:38]([C:44]([OH:46])=[O:45])([NH:39][C:40]3=[O:43])[CH2:37]4)[CH2:26]2)[C:21]2[C:16](=[C:17]3[CH2:51][CH2:50][O:49][C:18]3=[CH:19][CH:20]=2)[N:15]=1)[CH3:12]. Reported procedure: The title compound (8) was prepared from 4-amino-2,3-dihydrobenzofurane following the procedure (Steps A-J) reported for synthesis of 17-[2-ethoxy-7-methoxy-8-methylquinolin-4-yloxy]-13-methyl-2,14-dioxo-3,13-diazatricyclo[13.3.0.046]-octadec-7-ene-4-carboxylic acid (2): m/z=564 (M+H)+. Reactants: OCc1cc2c3ccccc3n(Cc3cc(Cl)ccc3Cl)c2cn1, ClCCl. Yields the product O=Cc1cc2c3ccccc3n(Cc3cc(Cl)ccc3Cl)c2cn1. RXN SMILES: [Cl:1][c:2]1[c:3]([CH2:4][n:5]2[c:6]3[cH:7][cH:8][cH:9][cH:10][c:11]3[c:12]3[cH:13][c:14]([CH2:18][OH:19])[n:15][cH:16][c:17]23)[cH:20][c:21]([Cl:24])[cH:22][cH:23]1.[Cl:25][CH2:26][Cl:27]>>[Cl:1][c:2]1[c:3]([CH2:4][n:5]2[c:6]3[cH:7][cH:8][cH:9][cH:10][c:11]3[c:12]3[cH:13][c:14]([CH:18]=[O:19])[n:15][cH:16][c:17]23)[cH:20][c:21]([Cl:24])[cH:22][cH:23]1.